This data is from the Open Reaction Database (ORD), a public repository of structured organic reaction records. The task is: describe an organic reaction: reactants, conditions, products, and yield The reactants are CC1=CC=C(C=C1)C1=C(C=NO1)C(=O)O (5-(4-methylphenyl)isoxazole-4-carboxylic acid), C[C@@H]1CNC[C@@H](O1)C (cis-2,6-dimethylmorpholine). Product: C[C@@H]1CN(C[C@@H](O1)C)C(=O)C=1C=NOC1C1=CC=C(C=C1)C ((2R,6S)-2,6-Dimethyl-4-{[5-(4-methylphenyl)isoxazol-4-yl]carbonyl}morpholine), solid. RXN SMILES: [CH3:1][C:2]1[CH:7]=[CH:6][C:5]([C:8]2[O:12][N:11]=[CH:10][C:9]=2[C:13]([OH:15])=O)=[CH:4][CH:3]=1.[CH3:16][C@H:17]1[O:22][C@@H:21]([CH3:23])[CH2:20][NH:19][CH2:18]1>>[CH3:23][C@H:21]1[O:22][C@@H:17]([CH3:16])[CH2:18][N:19]([C:13]([C:9]2[CH:10]=[N:11][O:12][C:8]=2[C:5]2[CH:4]=[CH:3][C:2]([CH3:1])=[CH:7][CH:6]=2)=[O:15])[CH2:20]1. Reported procedure: The title compound was prepared from 5-(4-methylphenyl)isoxazole-4-carboxylic acid (10.2 mg, 0.050 mmol) and cis-2,6-dimethylmorpholine (6.9 mg, 0.060 mmol) as described in synthetic method B and thereafter purified by preparative HPLC method B to give a solid (9.9 mg). Calcd for C17H20N2O3: 300.1474, found 300.1472.